describe an organic reaction: reactants, conditions, products, and yield From a dataset of the Open Reaction Database (ORD), a public repository of structured organic reaction records. Reactants: NC=1C=C2CC(NC2=CC1)=O (5-aminooxindol), Br.BrCCNCCBr (bis(β-bromoethyl)amine.hydrobromide), C([O-])([O-])=O.[Na+].[Na+] (sodium carbonate). The solvent is C(C)O (ethanol). Reaction conditions: time 8 hour. Product: Br.N1(CCNCC1)C=1C=C2CC(NC2=CC1)=O (5-(1-piperazinyl)oxindol.hydrobromide). The yield is 57.7%. RXN SMILES: [NH2:1][C:2]1[CH:3]=[C:4]2[C:8](=[CH:9][CH:10]=1)[NH:7][C:6](=[O:11])[CH2:5]2.Br.[Br:13][CH2:14][CH2:15][NH:16][CH2:17][CH2:18]Br.C(=O)([O-])[O-].[Na+].[Na+]>C(O)C>[BrH:13].[N:1]1([C:2]2[CH:3]=[C:4]3[C:8](=[CH:9][CH:10]=2)[NH:7][C:6](=[O:11])[CH2:5]3)[CH2:18][CH2:17][NH:16][CH2:15][CH2:14]1 |f:1.2,3.4.5,7.8|. Procedure details: A mixture of 5-aminooxindol (14 g), 29 g of bis(β-bromoethyl)amine.hydrobromide in 250 ml of ethanol was stirred under reflux for 8 hours and allowed to stand overnight at room temperature. To the mixture was added sodium carbonate (10.1 g) and the mixture was stirred further for 8 hours under reflux. After cooling to room temperature, crystals which precipitated were collected by filtration and recrystallized from a mixture of water and ethanol to give 16 g of 5-(1-piperazinyl)oxindol.hydrobrom... Starting materials: C(C)(C)(C)OC(N[C@H]1CN(CC[C@H]1O)C(=O)C1=CC2=C(N(C(=N2)C2=CC=3C(=NC=CC3)N2CC2CC2)C)C(=C1)OC)=O (tert-butyl((3S,4R)-1-(2-(1-(cyclopropylmethyl)-1H-pyrrolo[2,3-b]pyridin-2-yl)-7-methoxy-1-methyl-1H-benzo[d]imidazole-5-carbonyl)-4-hydroxypiperidin-3-yl)carbamate), ClCCl (dichloromethane), crude product, C(=O)(C(F)(F)F)O (TFA). Run in CS(=O)C.CO (DMSO MeOH), CO (methanol). Reaction conditions: time 1 hour. Product: Cl.N[C@H]1CN(CC[C@H]1O)C(=O)C1=CC2=C(N(C(=N2)C2=CC=3C(=NC=CC3)N2CC2CC2)C)C(=C1)OC (((3S,4R)-3-Amino-4-hydroxypiperidin-1-yl)(2-(1-(cyclopropylmethyl)-1H-pyrrolo[2,3-b]pyridin-2-yl)-7-methoxy-1-methyl-1H-benzo[d]imidazol-5-yl)methanone, hydrochloride), N[C@H]1CN(CC[C@H]1O)C(=O)C1=CC2=C(N(C(=N2)C2=CC=3C(=NC=CC3)N2CC2CC2)C)C(=C1)OC (((3S,4R)-3-amino-4-hydroxypiperidin-1-yl)(2-(1-(cyclopropylmethyl)-1H-pyrrolo[2,3-b]pyridin-2-yl)-7-methoxy-1-methyl-1H-benzo[d]imidazol-5-yl)methanone). Yield: 60.1%. RXN SMILES: C(OC(=O)[NH:7][C@@H:8]1[C@H:13]([OH:14])[CH2:12][CH2:11][N:10]([C:15]([C:17]2[CH:39]=[C:38]([O:40][CH3:41])[C:20]3[N:21]([CH3:37])[C:22]([C:24]4[N:32]([CH2:33][CH:34]5[CH2:36][CH2:35]5)[C:27]5=[N:28][CH:29]=[CH:30][CH:31]=[C:26]5[CH:25]=4)=[N:23][C:19]=3[CH:18]=2)=[O:16])[CH2:9]1)(C)(C)C.C(O)(C(F)(F)F)=O.[Cl:50]CCl>CO.CS(C)=O.CO>[ClH:50].[NH2:7][C@@H:8]1[C@H:13]([OH:14])[CH2:12][CH2:11][N:10]([C:15]([C:17]2[CH:39]=[C:38]([O:40][CH3:41])[C:20]3[N:21]([CH3:37])[C:22]([C:24]4[N:32]([CH2:33][CH:34]5[CH2:36][CH2:35]5)[C:27]5=[N:28][CH:29]=[CH:30][CH:31]=[C:26]5[CH:25]=4)=[N:23][C:19]=3[CH:18]=2)=[O:16])[CH2:9]1.[NH2:7][C@@H:8]1[C@H:13]([OH:14])[CH2:12][CH2:11][N:10]([C:15]([C:17]2[CH:39]=[C:38]([O:40][CH3:41])[C:20]3[N:21]([CH3:37])[C:22]([C:24]4[N:32]([CH2:33][CH:34]5[CH2:36][CH2:35]5)[C:27]5=[N:28][CH:29]=[CH:30][CH:31]=[C:26]5[CH:25]=4)=[N:23][C:19]=3[CH:18]=2)=[O:16])[CH2:9]1 |f:4.5,6.7|. Procedure: To a flask containing tert-butyl((3S,4R)-1-(2-(1-(cyclopropylmethyl)-1H-pyrrolo[2,3-b]pyridin-2-yl)-7-methoxy-1-methyl-1H-benzo[d]imidazole-5-carbonyl)-4-hydroxypiperidin-3-yl)carbamate (143 mg, 0.249 mmol) in dichloromethane (DCM) (1.5 mL) was added TFA (0.307 mL, 3.98 mmol) and the reaction was stirred for 1 h. LCMS showed complete reaction. The reaction mixture was concentrated in vacuo to afford a brown oil. This was dissolved in methanol and loaded onto an SCX cartridge (5 g). It was eluted... RXN SMILES: [CH3:25][c:26]1[cH:27][cH:28][cH:29][cH:30][cH:31]1.[F:14][c:15]1[c:16]([NH2:17])[cH:18][c:19]([Cl:24])[c:20]([F:23])[c:21]1[Cl:22].[F:1][c:2]1[c:3]([C:4](=[O:5])[N:6]=[C:7]=[O:8])[c:9]([F:13])[cH:10][cH:11][cH:12]1>>[F:1][c:2]1[c:3]([C:4](=[O:5])[NH:6][C:7](=[O:8])[NH:17][c:16]2[c:15]([F:14])[c:21]([Cl:22])[c:20]([F:23])[c:19]([Cl:24])[cH:18]2)[c:9]([F:13])[cH:10][cH:11][cH:12]1. The product is O=C(NC(=O)c1c(F)cccc1F)Nc1cc(Cl)c(F)c(Cl)c1F. Reactants: Cc1ccccc1, Nc1cc(Cl)c(F)c(Cl)c1F, O=C=NC(=O)c1c(F)cccc1F. Starting materials: ClC1=CC(=C(S1)S(=O)(=O)O)C(=O)[O-].[Na+] (sodium 5-chloro-2-sulfothiophene-3-carboxylate), [OH-].[K+] (caustic potash), Cl (HCl). Run in O (water). Yields the product ClC1=CC(=C(S1)S(=O)(=O)O)C(=O)[O-].[K+] (Potassium 5-chloro-2-sulfothiophene-3-carboxylate). RXN SMILES: [Cl:1][C:2]1[S:6][C:5]([S:7]([OH:10])(=[O:9])=[O:8])=[C:4]([C:11]([O-:13])=[O:12])[CH:3]=1.[Na+].[OH-].[K+:16].Cl>O>[Cl:1][C:2]1[S:6][C:5]([S:7]([OH:10])(=[O:9])=[O:8])=[C:4]([C:11]([O-:13])=[O:12])[CH:3]=1.[K+:16] |f:0.1,2.3,6.7|. Procedure details: 129 g. of sodium 5-chloro-2-sulfothiophene-3-carboxylate are dissolved hot in a solution of 84.7 g. of caustic potash in 430 ml. of water, acidified with 130 ml. of concentrated HCl to a pH of 1, and slowly cooled to 5°. The precipitate that separates out is suction filtered without rewashing. The filtrate is concentrated by evaporation to 220 ml. and again cooled to 5°. The precipitate that separates out is suction filtered, combined with the previously obtained product, and dried in vacuo at 1... The reactants are CS(=O)(=O)Cl, CN(C)c1ccncc1, Nc1ccc(C(F)(F)F)cc1I, c1ccncc1. The product is CS(=O)(=O)Nc1ccc(C(F)(F)F)cc1I. RXN SMILES: [CH3:13][S:14](=[O:15])(=[O:16])[Cl:17].[CH3:18][N:19]([c:20]1[cH:21][cH:22][n:23][cH:24][cH:25]1)[CH3:26].[I:1][c:2]1[c:3]([NH2:12])[cH:4][cH:5][c:6]([C:8]([F:9])([F:10])[F:11])[cH:7]1.[cH:27]1[cH:28][cH:29][n:30][cH:31][cH:32]1>>[I:1][c:2]1[c:3]([NH:12][S:14]([CH3:13])(=[O:15])=[O:16])[cH:4][cH:5][c:6]([C:8]([F:9])([F:10])[F:11])[cH:7]1. Starting materials: O=C1N(C(C2=C(N1)C=C(S2)C2=CC=CC=C2)=O)C2CCN(CC2)C(=O)OC(C)(C)C (tert-butyl 4-(2,4-dioxo-6-phenyl-1,4-dihydrothieno[3,2-d]pyrimidin-3(2H)-yl)piperidine-1-carboxylate), ClCC=1OC=C(N1)CC (2-(chloromethyl)-4-ethyl-1,3-oxazole), ClCC=1OC=C(N1)CC (2-(chloromethyl)-4-ethyl-1,3-oxazole), C([O-])([O-])=O.[K+].[K+] (potassium carbonate). Solvent: CN(C)C=O (DMF). Product: C(C)C=1N=C(OC1)CN1C(N(C(C2=C1C=C(S2)C2=CC=CC=C2)=O)C2CCN(CC2)C(=O)OC(C)(C)C)=O (tert-butyl 4-{1-[(4-ethyl-1,3-oxazol-2-yl)methyl]-2,4-dioxo-6-phenyl-1,4-dihydrothieno[3,2-d]pyrimidin-3(2H)-yl}piperidine-1-carboxylate). As a reaction SMILES: [O:1]=[C:2]1[NH:7][C:6]2[CH:8]=[C:9]([C:11]3[CH:16]=[CH:15][CH:14]=[CH:13][CH:12]=3)[S:10][C:5]=2[C:4](=[O:17])[N:3]1[CH:18]1[CH2:23][CH2:22][N:21]([C:24]([O:26][C:27]([CH3:30])([CH3:29])[CH3:28])=[O:25])[CH2:20][CH2:19]1.Cl[CH2:32][C:33]1[O:34][CH:35]=[C:36]([CH2:38][CH3:39])[N:37]=1.C(=O)([O-])[O-].[K+].[K+]>CN(C=O)C>[CH2:38]([C:36]1[N:37]=[C:33]([CH2:32][N:7]2[C:6]3[CH:8]=[C:9]([C:11]4[CH:16]=[CH:15][CH:14]=[CH:13][CH:12]=4)[S:10][C:5]=3[C:4](=[O:17])[N:3]([CH:18]3[CH2:23][CH2:22][N:21]([C:24]([O:26][C:27]([CH3:30])([CH3:29])[CH3:28])=[O:25])[CH2:20][CH2:19]3)[C:2]2=[O:1])[O:34][CH:35]=1)[CH3:39] |f:2.3.4|. Procedure details: According to GP1 tert-butyl 4-(2,4-dioxo-6-phenyl-1,4-dihydrothieno[3,2-d]pyrimidin-3(2H)-yl)piperidine-1-carboxylate (750 mg; compound B50) is reacted with 2-(chloromethyl)-4-ethyl-1,3-oxazole (255 mg; compound D5) in the presence of potassium carbonate (242 mg) in DMF (10 ml). Using WU1 the title compound is obtained as a solid. The reactants are C(Cl)(Cl)Cl (CHCl3), [Cl-].S1C(=CC=C1)[Zn+] (2-thienyl zinc chloride), BrC=1C=C2C(C(NC(C2=CC1)=O)=O)=CNC1=CC=C(C=C1)CN1C(CCC1)CO (6-Bromo-4-{[4-(2-hydroxymethyl-pyrrolidin-1-ylmethyl)-phenylamino]-methylene}-4H-isoquinoline-1,3-dione), P(C(C)(C)C)(C(C)(C)C)C(C)(C)C (P(tBu)3). The reagents and catalysts are C=1C=CC(=CC1)/C=C/C(=O)/C=C/C2=CC=CC=C2.C=1C=CC(=CC1)/C=C/C(=O)/C=C/C2=CC=CC=C2.C=1C=CC(=CC1)/C=C/C(=O)/C=C/C2=CC=CC=C2.[Pd].[Pd] (Pd2(dba)3). Run in CN(C=O)C (N,N-dimethylformamide). Conditions: time 2 hour. Product: OCC1N(CCC1)CC1=CC=C(C=C1)NC=C1C(NC(C2=CC=C(C=C12)C=1SC=CC1)=O)=O (4-{[4-(2-Hydroxymethyl-pyrrolidin-1-ylmethyl)-phenylamino]-methylene}-6-thiophen-2-yl-4H-isoquinoline-1,3-dione). Isolated yield 38.1%. Reaction SMILES: Br[C:2]1[CH:3]=[C:4]2[C:9](=[CH:10][CH:11]=1)[C:8](=[O:12])[NH:7][C:6](=[O:13])[C:5]2=[CH:14][NH:15][C:16]1[CH:21]=[CH:20][C:19]([CH2:22][N:23]2[CH2:27][CH2:26][CH2:25][CH:24]2[CH2:28][OH:29])=[CH:18][CH:17]=1.C(Cl)(Cl)Cl.P(C(C)(C)C)(C(C)(C)C)C(C)(C)C.[Cl-].[S:48]1[CH:52]=[CH:51][CH:50]=[C:49]1[Zn+]>CN(C)C=O.C1C=CC(/C=C/C(/C=C/C2C=CC=CC=2)=O)=CC=1.C1C=CC(/C=C/C(/C=C/C2C=CC=CC=2)=O)=CC=1.C1C=CC(/C=C/C(/C=C/C2C=CC=CC=2)=O)=CC=1.[Pd].[Pd]>[OH:29][CH2:28][CH:24]1[CH2:25][CH2:26][CH2:27][N:23]1[CH2:22][C:19]1[CH:20]=[CH:21][C:16]([NH:15][CH:14]=[C:5]2[C:4]3[C:9](=[CH:10][CH:11]=[C:2]([C:49]4[S:48][CH:52]=[CH:51][CH:50]=4)[CH:3]=3)[C:8](=[O:12])[NH:7][C:6]2=[O:13])=[CH:17][CH:18]=1 |f:3.4,6.7.8.9.10|. Procedure details: To a mixture of 6-Bromo-4-{[4-(2-hydroxymethyl-pyrrolidin-1-ylmethyl)-phenylamino]-methylene}-4H-isoquinoline-1,3-dione (100 mg, 0.2 mmol) in N,N-dimethylformamide (1 mL) is added Pd2(dba)3.CHCl3 (10 mg, 0.01 mmol) and P(tBu)3 (20 μL, 1 M solution in N,N-dimethylformamide, 0.02 mmol). After degassing the mixture, 2-thienyl zinc chloride (2.2 mL, 0.5 M solution in THF, 1.1 mmol) is then added and the resulting mixture is stirred for 2 h. N,N-dimethylformamide is then removed and the residue is pu...